From a dataset of the Open Reaction Database (ORD), a public repository of structured organic reaction records. describe an organic reaction: reactants, conditions, products, and yield Starting materials: NC1=CC=C(C=C1)C1=C(NC2=CN=CC=C21)C(=O)N (3-(4-aminophenyl)-1H-pyrrolo[2,3-c]pyridine-2-carboxamide), FC(OC1=CC=C(C=C1)N=C=O)(F)F (4-trifluoromethoxyphenyl isocyanate). Product: solid, FC(OC1=CC=C(C=C1)NC(NC1=CC=C(C=C1)C1=C(NC2=CN=CC=C21)C(=O)N)=O)(F)F (3-{4-[3-(4-trifluoromethoxyphenyl)ureido]phenyl}-1H-pyrrolo[2,3-c]pyridine-2-carboxamide). RXN SMILES: [NH2:1][C:2]1[CH:7]=[CH:6][C:5]([C:8]2[C:16]3[C:11](=[CH:12][N:13]=[CH:14][CH:15]=3)[NH:10][C:9]=2[C:17]([NH2:19])=[O:18])=[CH:4][CH:3]=1.[F:20][C:21]([F:33])([F:32])[O:22][C:23]1[CH:28]=[CH:27][C:26]([N:29]=[C:30]=[O:31])=[CH:25][CH:24]=1>>[F:20][C:21]([F:32])([F:33])[O:22][C:23]1[CH:24]=[CH:25][C:26]([NH:29][C:30](=[O:31])[NH:1][C:2]2[CH:3]=[CH:4][C:5]([C:8]3[C:16]4[C:11](=[CH:12][N:13]=[CH:14][CH:15]=4)[NH:10][C:9]=3[C:17]([NH2:19])=[O:18])=[CH:6][CH:7]=2)=[CH:27][CH:28]=1. Procedure: 94 mg of solid yellow 3-{4-[3-(4-trifluoromethoxyphenyl)ureido]phenyl}-1H-pyrrolo[2,3-c]pyridine-2-carboxamide are prepared as described in Example 1 starting with 3-(4-aminophenyl)-1H-pyrrolo[2,3-c]pyridine-2-carboxamide and 4-trifluoromethoxyphenyl isocyanate.